From a dataset of the Open Reaction Database (ORD), a public repository of structured organic reaction records. describe an organic reaction: reactants, conditions, products, and yield Procedure details: The titled compound was prepared following the procedure K using 6-({4-[(4-butylphenyl)ethynyl]benzyl}amino)-2,2-dimethyl-4H-1,3-benzodioxin-4-one hydrochloride and (benzyloxy)acetyl chloride as a yellow oil (88%). M+ (ESI): 588.5. HPLC, Rt: 5.76 min (Purity: 100%). The reactants are Cl.C(CCC)C1=CC=C(C=C1)C#CC1=CC=C(CNC2=CC3=C(OC(OC3=O)(C)C)C=C2)C=C1 (6-({4-[(4-butylphenyl)ethynyl]benzyl}amino)-2,2-dimethyl-4H-1,3-benzodioxin-4-one hydrochloride), C(C1=CC=CC=C1)OCC(=O)Cl ((benzyloxy)acetyl chloride). Reaction SMILES: Cl.[CH2:2]([C:6]1[CH:11]=[CH:10][C:9]([C:12]#[C:13][C:14]2[CH:34]=[CH:33][C:17]([CH2:18][NH:19][C:20]3[CH:32]=[CH:31][C:23]4[O:24][C:25]([CH3:30])([CH3:29])[O:26][C:27](=[O:28])[C:22]=4[CH:21]=3)=[CH:16][CH:15]=2)=[CH:8][CH:7]=1)[CH2:3][CH2:4][CH3:5].[CH2:35]([O:42][CH2:43][C:44](Cl)=[O:45])[C:36]1[CH:41]=[CH:40][CH:39]=[CH:38][CH:37]=1>>[CH2:35]([O:42][CH2:43][C:44]([N:19]([CH2:18][C:17]1[CH:33]=[CH:34][C:14]([C:13]#[C:12][C:9]2[CH:8]=[CH:7][C:6]([CH2:2][CH2:3][CH2:4][CH3:5])=[CH:11][CH:10]=2)=[CH:15][CH:16]=1)[C:20]1[CH:32]=[CH:31][C:23]2[O:24][C:25]([CH3:30])([CH3:29])[O:26][C:27](=[O:28])[C:22]=2[CH:21]=1)=[O:45])[C:36]1[CH:41]=[CH:40][CH:39]=[CH:38][CH:37]=1 |f:0.1|. The product is C(C1=CC=CC=C1)OCC(=O)N(C1=CC2=C(OC(OC2=O)(C)C)C=C1)CC1=CC=C(C=C1)C#CC1=CC=C(C=C1)CCCC (2-(benzyloxy)-N-{4-[(4-butylphenyl)ethynyl]benzyl}-N-(2,2-dimethyl-4-oxo-4H-1,3-benzodioxin-6-yl)acetamide). Reactants: CC(=O)O, CC(=O)[O-], COc1ccc(C=C[N+](=O)[O-])cc1C, COc1ccc(C=O)cc1C, CCO, Cl, C[N+](=O)[O-], [NH4+], [Zn]. The product is COc1ccc(C(C)N)cc1C. Reaction SMILES: [C:36]([OH:37])(=[O:38])[CH3:39].[CH3:13][C:14](=[O:15])[O-:16].[CH3:17][c:18]1[cH:19][c:20]([CH:21]=[CH:22][N+:23]([O-:24])=[O:25])[cH:26][cH:27][c:28]1[O:29][CH3:30].[CH3:1][c:2]1[cH:3][c:4]([CH:10]=[O:11])[cH:5][cH:6][c:7]1[O:8][CH3:9].[CH3:40][CH2:41][OH:42].[ClH:31].[N+:32]([CH3:33])([O-:34])=[O:35].[NH4+:12].[Zn:43]>>[NH2:12][CH:21]([c:20]1[cH:19][c:18]([CH3:17])[c:28]([O:29][CH3:30])[cH:27][cH:26]1)[CH3:22]. Reactants: FC(C(=O)O)(F)F (Trifluoroacetic acid), ClC=1C=C2C(=NC1I)N=C(N2COCC[Si](C)(C)C)O[C@@H]2CO[C@H]1[C@@H]2OC[C@H]1O ((3R,3aR,6R,6aR)-6-[6-chloro-5-iodo-1-(2-trimethylsilylethoxymethyl)imidazo[4,5-b]pyridin-2-yl]oxy-2,3,3a,5,6,6a-hexahydrofuro[3,2-b]furan-3-ol), CO (Methanol). Run in ClCCl (Dichloromethane), ClCCl (dichloromethane). Run at time 3 hour. The product is ClC=1C=C2C(=NC1I)N=C(N2)O[C@@H]2CO[C@H]1[C@@H]2OC[C@H]1O ((3R,3aR,6R,6aR)-6-[(6-chloro-5-iodo-1H-imidazo[4,5-b]pyridin-2-yl)oxy]-2,3,3a,5,6,6a-hexahydrofuro[3,2-b]furan-3-ol). As a reaction SMILES: FC(F)(F)C(O)=O.[Cl:8][C:9]1[CH:10]=[C:11]2[N:18](COCC[Si](C)(C)C)[C:17]([O:27][C@H:28]3[C@H:32]4[O:33][CH2:34][C@@H:35]([OH:36])[C@H:31]4[O:30][CH2:29]3)=[N:16][C:12]2=[N:13][C:14]=1[I:15].CO>ClCCl>[Cl:8][C:9]1[CH:10]=[C:11]2[NH:18][C:17]([O:27][C@H:28]3[C@H:32]4[O:33][CH2:34][C@@H:35]([OH:36])[C@H:31]4[O:30][CH2:29]3)=[N:16][C:12]2=[N:13][C:14]=1[I:15]. Procedure details: Trifluoroacetic acid (70.0 ml, 909 mmol) was added to a stirred solution of (3R,3aR,6R,6aR)-6-[6-chloro-5-iodo-1-(2-trimethylsilylethoxymethyl)imidazo[4,5-b]pyridin-2-yl]oxy-2,3,3a,5,6,6a-hexahydrofuro[3,2-b]furan-3-ol (14.99 g, 27.1 mmol) in dichloromethane (70 ml). The reaction mixture was an amber solution that was stirred at room temperature. After 3 hours, the reaction mixture was concentrated under reduced pressure to give an amber oil. Methanol (50 ml) was added and the resulting solution...